From a dataset of the Open Reaction Database (ORD), a public repository of structured organic reaction records. describe an organic reaction: reactants, conditions, products, and yield Reactants: CS(=O)(=O)Cl, CCCCCC(CCCO)OC1CCCCO1, c1ccncc1. The product is CCCCCC(CCCOS(C)(=O)=O)OC1CCCCO1. Reaction SMILES: [CH3:18][S:19]([Cl:20])(=[O:21])=[O:22].[O:1]1[CH:2]([O:7][CH:8]([CH2:9][CH2:10][CH2:11][OH:12])[CH2:13][CH2:14][CH2:15][CH2:16][CH3:17])[CH2:3][CH2:4][CH2:5][CH2:6]1.[cH:23]1[cH:24][cH:25][n:26][cH:27][cH:28]1>>[O:1]1[CH:2]([O:7][CH:8]([CH2:9][CH2:10][CH2:11][O:12][S:19]([CH3:18])(=[O:21])=[O:22])[CH2:13][CH2:14][CH2:15][CH2:16][CH3:17])[CH2:3][CH2:4][CH2:5][CH2:6]1. Reactants: C1(=CC=C(C=C1)S(=O)(=O)OCCCC1OC(OC1)(C)C)C ((±)-3-(2,2-dimethyl-1,3-dioxolan-4-yl)propyl p-toluene-sulfonate), NC1=NC(=C2NC=NC2=N1)OCC1=CC=CC=C1 (2-amino-6-benzyloxypurine), [H-].[Na+] (sodium hydride), [H][H] (hydrogen). Solvent: CN(C)C=O (DMF), CCOCC (ether), CN(C)C=O (DMF), C(C)(=O)O (acetic acid). Conditions: temperature 60 celsius, time 3 day. The product is NC1=NC(=C2N=CN(C2=N1)CCCC1OC(OC1)(C)C)OCC1=CC=CC=C1 ((±)-2-Amino-6-benzyloxy-9-[3-(2,2-dimethyl-1,3-dioxolan-4-yl)propyl]purine). Isolated yield 25.4%. RXN SMILES: [NH2:1][C:2]1[N:10]=[C:9]2[C:5]([NH:6][CH:7]=[N:8]2)=[C:4]([O:11][CH2:12][C:13]2[CH:18]=[CH:17][CH:16]=[CH:15][CH:14]=2)[N:3]=1.[H-].[Na+].[H][H].C1(C)C=CC(S(O[CH2:33][CH2:34][CH2:35][CH:36]2[CH2:40][O:39][C:38]([CH3:42])([CH3:41])[O:37]2)(=O)=O)=CC=1>CN(C=O)C.CCOCC.C(O)(=O)C>[NH2:1][C:2]1[N:10]=[C:9]2[C:5]([N:6]=[CH:7][N:8]2[CH2:33][CH2:34][CH2:35][CH:36]2[CH2:40][O:39][C:38]([CH3:42])([CH3:41])[O:37]2)=[C:4]([O:11][CH2:12][C:13]2[CH:14]=[CH:15][CH:16]=[CH:17][CH:18]=2)[N:3]=1 |f:1.2|. Reported procedure: A solution of 2.41 g (10 mmole) of 2-amino-6-benzyloxypurine [M. J. Robins and R. K. Robins, J. Org. Chem., 24, 2160 (1969)] in 24 ml of dry DMF was treated with 0.44 g (11 mmole) of sodium hydride (60% dispersion in oil). The mixture was stirred under nitrogen as hydrogen was evolved. After gas evolution had ceased and a clear solution had formed, a solution of 3.46 g (11 mmole) of (±)-3-(2,2-dimethyl-1,3-dioxolan-4-yl)propyl p-toluene-sulfonate (prepared as above) in 2 ml of DMF was added. The...